From a dataset of the Open Reaction Database (ORD), a public repository of structured organic reaction records. describe an organic reaction: reactants, conditions, products, and yield Starting materials: FC=1C=C(C=C(C1)F)S(=O)(=O)C=1C=C2C(=NN(C2=CC1)C(C1=CC=CC=C1)(C1=CC=CC=C1)C1=CC=CC=C1)NC(C1=CC=C(C(=O)O)C=C1)=O (N-[5-(3,5-difluoro-benzenesulfonyl)-1-trityl-1H-indazol-3-yl]-terephthalamic acid), Cl.C(C)N=C=NCCCN(C)C (1-ethyl-3-(3-dimethylaminopropyl)carbodiimide hydrochloride), ON1N=NC2=C1C=CC=C2 (1-hydroxybenzotriazole), N1(CCCC1)C1CCNCC1 (4-pyrrolidin-1-yl-piperidine). The solvent is ClCCl (dichloromethane), ClCCl (dichloromethane). Conditions: time 8 hour. Product: FC=1C=C(C=C(C1)F)S(=O)(=O)C=1C=C2C(=NN(C2=CC1)C(C1=CC=CC=C1)(C1=CC=CC=C1)C1=CC=CC=C1)NC(C1=CC=C(C=C1)C(=O)N1CCC(CC1)N1CCCC1)=O (N-[5-(3,5-Difluoro-benzenesulfonyl)-1-trityl-1H-indazol-3-yl]-4-(4-pyrrolidin-1-yl-piperidine-1-carbonyl)-benzamide). As a reaction SMILES: [F:1][C:2]1[CH:3]=[C:4]([S:9]([C:12]2[CH:13]=[C:14]3[C:18](=[CH:19][CH:20]=2)[N:17]([C:21]([C:34]2[CH:39]=[CH:38][CH:37]=[CH:36][CH:35]=2)([C:28]2[CH:33]=[CH:32][CH:31]=[CH:30][CH:29]=2)[C:22]2[CH:27]=[CH:26][CH:25]=[CH:24][CH:23]=2)[N:16]=[C:15]3[NH:40][C:41](=[O:51])[C:42]2[CH:50]=[CH:49][C:45]([C:46](O)=[O:47])=[CH:44][CH:43]=2)(=[O:11])=[O:10])[CH:5]=[C:6]([F:8])[CH:7]=1.Cl.C(N=C=NCCCN(C)C)C.ON1C2C=CC=CC=2N=N1.[N:74]1([CH:79]2[CH2:84][CH2:83][NH:82][CH2:81][CH2:80]2)[CH2:78][CH2:77][CH2:76][CH2:75]1>ClCCl>[F:1][C:2]1[CH:3]=[C:4]([S:9]([C:12]2[CH:13]=[C:14]3[C:18](=[CH:19][CH:20]=2)[N:17]([C:21]([C:28]2[CH:29]=[CH:30][CH:31]=[CH:32][CH:33]=2)([C:22]2[CH:27]=[CH:26][CH:25]=[CH:24][CH:23]=2)[C:34]2[CH:39]=[CH:38][CH:37]=[CH:36][CH:35]=2)[N:16]=[C:15]3[NH:40][C:41](=[O:51])[C:42]2[CH:50]=[CH:49][C:45]([C:46]([N:82]3[CH2:83][CH2:84][CH:79]([N:74]4[CH2:78][CH2:77][CH2:76][CH2:75]4)[CH2:80][CH2:81]3)=[O:47])=[CH:44][CH:43]=2)(=[O:10])=[O:11])[CH:5]=[C:6]([F:8])[CH:7]=1 |f:1.2|. Procedure: The crude N-[5-(3,5-difluoro-benzenesulfonyl)-1-trityl-1H-indazol-3-yl]-terephthalamic acid (0.56 mmol) was treated with dichloromethane (8 mL), 1-ethyl-3-(3-dimethylaminopropyl)carbodiimide hydrochloride (140 mg, 1.3 eq), 1-hydroxybenzotriazole (98 mg, 1.3 eq) and 4-pyrrolidin-1-yl-piperidine (113 mg, 1.3 eq). The reaction mixture was stirred at room temperature overnight, diluted with dichloromethane, washed with brine and with a saturated solution of sodium hydrogenocarbonate, dried over sodi...